From a dataset of the Open Reaction Database (ORD), a public repository of structured organic reaction records. describe an organic reaction: reactants, conditions, products, and yield Reactants: [Se](=O)=O (selenium dioxide), O (water), O1CCOCC1 (dioxane), O1CCOCC1 (dioxane), C(C)(=O)C1(SC(=CC1)Cl)Cl (2-acetyl-2,5-dichlorothiophene). Conditions: temperature 60 celsius. The product is ClC=1SC(=CC1C(C=O)=O)Cl (2,5-dichloro-α-oxo-3-thiopheneacetaldehyde). Reaction SMILES: [Se](=O)=O.O.C([C:8]1([Cl:14])[CH2:12][CH:11]=[C:10]([Cl:13])[S:9]1)(=O)C.[O:15]1CC[O:18][CH2:17][CH2:16]1>>[Cl:13][C:10]1[S:9][C:8]([Cl:14])=[CH:12][C:11]=1[C:17](=[O:18])[CH:16]=[O:15]. Reported procedure: A 31.4 g portion of selenium dioxide was added to a solution of 75 ml of dioxane and 10 ml of water and warmed to 60° C. with stirring. A 50 g portion of 2-acetyl-2,5-dichlorothiophene was added and the mixture was stirred at reflux for 7 hours. The mixture was diluted with dioxane, filtered and evaporated to dryness. Ether was added, then heptane and the mixture refrigerated. The solid was collected, giving 30.1 g of 2,5-dichloro-α-oxo-3-thiopheneacetaldehyde. Yields the product CC(=O)C(Cl)=NNc1ccc(Oc2ccccc2)cc1. Starting materials: CC(=O)C(Cl)C(C)=O, O=N[O-], [Na+], Nc1ccc(Oc2ccccc2)cc1. RXN SMILES: [Cl:19][CH:20]([C:21]([CH3:22])=[O:23])[C:24](=[O:25])[CH3:26].[N:15]([O-:16])=[O:17].[Na+:18].[O:1]([c:2]1[cH:3][cH:4][cH:5][cH:6][cH:7]1)[c:8]1[cH:9][cH:10][c:11]([NH2:14])[cH:12][cH:13]1>>[O:1]([c:2]1[cH:3][cH:4][cH:5][cH:6][cH:7]1)[c:8]1[cH:9][cH:10][c:11]([NH:14][N:15]=[C:20]([Cl:19])[C:21]([CH3:22])=[O:23])[cH:12][cH:13]1. Starting materials: ClN1C(CCC1=O)=O (N-chlorosuccinimide), [K+].[Br-] (KBr), FC1=CC=2C(C3=CC(=CC(=C3C2C(=C1)F)F)F)C(=O)OC (methyl 2,4,5,7-tetrafluorofluorene-9-carboxylate), [H-].[Na+] (sodium hydride), oil. Run in CCCCCC (hexane), O (water), C1CCOC1 (THF), C1CCOC1 (THF). Reaction conditions: time 21 hour. Product: ClC1(C2=CC(=CC(=C2C=2C(=CC(=CC12)F)F)F)F)C(=O)OC (Methyl 9-Chloro-2,4,5,7-tetrafluorofluorene-9-carboxylate). Reaction SMILES: [F:1][C:2]1[CH:14]=[C:13]([F:15])[C:12]2[C:11]3[C:6](=[CH:7][C:8]([F:17])=[CH:9][C:10]=3[F:16])[CH:5]([C:18]([O:20][CH3:21])=[O:19])[C:4]=2[CH:3]=1.[H-].[Na+].[Cl:24]N1C(=O)CCC1=O.[K+].[Br-]>C1COCC1.CCCCCC.O>[Cl:24][C:5]1([C:18]([O:20][CH3:21])=[O:19])[C:4]2[CH:3]=[C:2]([F:1])[CH:14]=[C:13]([F:15])[C:12]=2[C:11]2[C:6]1=[CH:7][C:8]([F:17])=[CH:9][C:10]=2[F:16] |f:1.2,4.5|. Procedure details: A solution of methyl 2,4,5,7-tetrafluorofluorene-9-carboxylate (1.49 g, 5.03 mmol) in dry THF (15 mL) was added over 14 min to a stirred, room temperature suspension of unwashed sodium hydride (1.25 eq, 6.29 mmol, 250 mg of a 60% oil dispersion) in THF (15 mL). The mixture was then cooled in an ice water bath and after 9 min a solution of N-chlorosuccinimide (1.2 eq, 6.04 mmol, 810 mg) was added over 14 min. After slowly warming to room temperature, the mixture was stirred for 21 h before it was... The reactants are N1=CN=C2N=CNC2=C1N (adenine), S(=O)(=O)([O-])[O-].[NH4+].[NH4+] (ammonium sulfate), C[Si](N[Si](C)(C)C)(C)C (hexamethyldisilazane). Product: C[Si](C)(C)N(C1=C2NC=NC2=NC=N1)[Si](C)(C)C (Bis-trimethylsilyladenine). As a reaction SMILES: [N:1]1[C:9](N)=[C:8]2[C:4]([N:5]=[CH:6][NH:7]2)=[N:3][CH:2]=1.S([O-])([O-])(=O)=O.[NH4+].[NH4+].[CH3:18][Si:19]([CH3:26])([CH3:25])[NH:20][Si:21]([CH3:24])([CH3:23])[CH3:22]>>[CH3:18][Si:19]([N:20]([Si:21]([CH3:24])([CH3:23])[CH3:22])[C:9]1[N:1]=[CH:2][N:3]=[C:4]2[C:8]=1[NH:7][CH:6]=[N:5]2)([CH3:26])[CH3:25] |f:1.2.3|. Reported procedure: Bis-trimethylsilyladenine was prepared by combining 7 g of adenine and 109 ml of hexamethyldisilazane with 250 mg of ammonium sulfate and heating the mixture at 110°-115° C. for 8 hours. The solution was refluxed for an additional 30 minutes and the excess hexamethyldisilazane subsequently removed and 14.5 g of the bis-trimethylsilyladenine were reconstituted in 3 ml of anisole. 1.58 g of 2-deoxy-2,2-difluoro-D-ribofuranosyl-3,5-dibenzoyl-1-α-methanesulfonate were reacted with the bis-trimethyls... Starting materials: BrC1=C(C=C(C(=C1)C(C)(C)C)[N+](=O)[O-])O (2-bromo-4-tert-butyl-5-nitrophenol), C/C(=C(\O[Si](C)(C)C)/OC)/C (methyl trimethylsilyl dimethylketene acetal), CN(C=O)C (dimethylformamide). The reagents and catalysts are CC(C)([P](C(C)(C)C)([Pd][P](C(C)(C)C)(C(C)(C)C)C(C)(C)C)C(C)(C)C)C (bis(tri-tert-butylphospine)palladium(0)), [F-].[Zn+2].[F-] (zinc fluoride). The solvent is O (water). Conditions: temperature 70 celsius, time 1 hour. Product: C(C)(C)(C)C=1C(=CC(=C(C1)C(C(=O)OC)(C)C)O)[N+](=O)[O-] (methyl 2-(5-tert-butyl-2-hydroxy-4-nitrophenyl)-2-methylpropanoate). As a reaction SMILES: Br[C:2]1[CH:7]=[C:6]([C:8]([CH3:11])([CH3:10])[CH3:9])[C:5]([N+:12]([O-:14])=[O:13])=[CH:4][C:3]=1[OH:15].[CH3:16]/[C:17](/[CH3:26])=[C:18](/[O:24][CH3:25])\[O:19][Si](C)(C)C.CN(C)C=O>O.CC(C)([P](C(C)(C)C)([Pd][P](C(C)(C)C)(C(C)(C)C)C(C)(C)C)C(C)(C)C)C.[F-].[Zn+2].[F-]>[C:8]([C:6]1[C:5]([N+:12]([O-:14])=[O:13])=[CH:4][C:3]([OH:15])=[C:2]([C:17]([CH3:26])([CH3:16])[C:18]([O:24][CH3:25])=[O:19])[CH:7]=1)([CH3:11])([CH3:10])[CH3:9] |f:5.6.7,^1:35,41|. Procedure: A mixture of 2-bromo-4-tert-butyl-5-nitrophenol (15.00 g, 54.72 mmol), bis(tri-tert-butylphospine)palladium(0) (1.422 g, 2.783 mmol), zinc fluoride (2.82 g, 27.27 mmol), methyl trimethylsilyl dimethylketene acetal (MTDA) (19.35 g, 111.0 mmol), and dimethylformamide (150 mL) was heated at 70° C. for 18 h. The mixture was cooled to room temperature and diluted with water. After stirring for one hour, the aqueous phase was extracted with MTBE. The organic layer was dried in vacuo to afford the crud... Starting materials: [N-]=[N+]=[N-].[Na+] (sodium azide), FC(S(=O)(=O)OS(=O)(=O)C(F)(F)F)(F)F (trifluoromethanesulphonic anhydride), CNC(C(C1=CC=CC=C1)=NOCC1=CC=CC(=N1)NC(OC(C)(C)C)=O)=O (tert-butyl {6-[({[2-(methylamino)-2-oxo-1-phenylethylidene]amino}oxy)methyl]pyridin-2-yl}carbamate), N1=CC=CC=C1 (pyridine), CNC(C(C1=CC=CC=C1)=NOCC1=CC=CC(=N1)NC(OC(C)(C)C)=O)=O (tert-butyl {6-[({[2-(methylamino)-2-oxo-1-phenylethylidene]amino}oxy)methyl]pyridin-2-yl}carbamate). The solvent is C(C)#N (acetonitrile). Reaction conditions: time 1 hour. The product is C(CC#C)OC(NC1=NC(=CC=C1)CON=C(C1=CC=CC=C1)C1=NN=NN1C)=O (But-3-yn-1-yl{6-[({[(1-methyl-1H-tetrazol-5-yl)(phenyl)methylene]amino}oxy)methyl]pyridin-2-yl}carbamate). As a reaction SMILES: FC(F)(F)S(OS(C(F)(F)F)(=O)=O)(=O)=O.[CH3:16][NH:17][C:18](=O)[C:19](=[N:26][O:27][CH2:28][C:29]1[N:34]=[C:33]([NH:35][C:36](=[O:42])[O:37][C:38]([CH3:41])(C)C)[CH:32]=[CH:31][CH:30]=1)[C:20]1[CH:25]=[CH:24][CH:23]=[CH:22][CH:21]=1.N1[CH:49]=[CH:48]C=CC=1.[N-:50]=[N+:51]=[N-:52].[Na+]>C(#N)C>[CH2:38]([O:37][C:36](=[O:42])[NH:35][C:33]1[CH:32]=[CH:31][CH:30]=[C:29]([CH2:28][O:27][N:26]=[C:19]([C:18]2[N:17]([CH3:16])[N:52]=[N:51][N:50]=2)[C:20]2[CH:21]=[CH:22][CH:23]=[CH:24][CH:25]=2)[N:34]=1)[CH2:41][C:48]#[CH:49] |f:3.4|. Reported procedure: At −10° C., trifluoromethanesulphonic anhydride (42 μl, 1.5 eq.) was added to a solution of 63 mg (0.16 mmol) of tert-butyl{6-[({[2-(methylamino)-2-oxo-1-phenylethylidene]amino}oxy)methyl]pyridin-2-yl}carbamate (36:64 mixture of Z and E diastereoisomers) and pyridine (53 μl, 4 eq.) in acetonitrile (1.6 ml). After warming to room temperature, the mixture was stirred for a further 1 h at 50° C. and then cooled again to room temperature. Then, 32 mg of sodium azide were added and the mixture was st...